From a dataset of the Open Reaction Database (ORD), a public repository of structured organic reaction records. describe an organic reaction: reactants, conditions, products, and yield Starting materials: Cl, Cl, O=S(=O)(Cl)c1cccc(F)c1, c1cc2c(cc1OCCCN1CCCCC1)CNCC2. Product: O=S(=O)(c1cccc(F)c1)N1CCc2ccc(OCCCN3CCCCC3)cc2C1. RXN SMILES: [ClH:1].[ClH:2].[F:23][c:24]1[cH:25][c:26]([S:30](=[O:31])(=[O:32])[Cl:33])[cH:27][cH:28][cH:29]1.[N:3]1([CH2:9][CH2:10][CH2:11][O:12][c:13]2[cH:14][cH:15][c:16]3[c:21]([cH:22]2)[CH2:20][NH:19][CH2:18][CH2:17]3)[CH2:4][CH2:5][CH2:6][CH2:7][CH2:8]1>>[N:3]1([CH2:9][CH2:10][CH2:11][O:12][c:13]2[cH:14][cH:15][c:16]3[c:21]([cH:22]2)[CH2:20][N:19]([S:30]([c:26]2[cH:25][c:24]([F:23])[cH:29][cH:28][cH:27]2)(=[O:31])=[O:32])[CH2:18][CH2:17]3)[CH2:4][CH2:5][CH2:6][CH2:7][CH2:8]1. The reactants are C1(=CC=CC=C1)S(=O)(=O)N1C(N(C(C1)C1=CC(=CC=C1)Br)C(C)C)=O (1-benzenesulfonyl-4-(3-bromo-phenyl)-3-isopropyl-imidazolidin-2-one), FC1=C(C=C(C=C1)F)B(O)O (2,5-difluorophenylboronic acid), C([O-])([O-])=O.[Na+].[Na+] (sodium carbonate). The reagents and catalysts are C1=CC=C(C=C1)P([C-]2C=CC=C2)C3=CC=CC=C3.C1=CC=C(C=C1)P([C-]2C=CC=C2)C3=CC=CC=C3.Cl[Pd]Cl.[Fe+2].ClCCl (dichloro[1,1′-bis(diphenylphosphino)ferrocene]palladium dichloromethane). Run in O1CCOCC1.O (dioxane water). The product is C1(=CC=CC=C1)S(=O)(=O)N1C(N(C(C1)C=1C=C(C=CC1)C1=C(C=CC(=C1)F)F)C(C)C)=O (1-benzenesulfonyl-4-(2′,5′-difluoro-biphenyl-3-yl)-3-isopropyl-imidazolidin-2-one). RXN SMILES: [C:1]1([S:7]([N:10]2[CH2:14][CH:13]([C:15]3[CH:20]=[CH:19][CH:18]=[C:17](Br)[CH:16]=3)[N:12]([CH:22]([CH3:24])[CH3:23])[C:11]2=[O:25])(=[O:9])=[O:8])[CH:6]=[CH:5][CH:4]=[CH:3][CH:2]=1.[F:26][C:27]1[CH:32]=[CH:31][C:30]([F:33])=[CH:29][C:28]=1B(O)O.C(=O)([O-])[O-].[Na+].[Na+]>O1CCOCC1.O.C1C=CC(P(C2C=CC=CC=2)[C-]2C=CC=C2)=CC=1.C1C=CC(P(C2C=CC=CC=2)[C-]2C=CC=C2)=CC=1.Cl[Pd]Cl.[Fe+2].ClCCl>[C:1]1([S:7]([N:10]2[CH2:14][CH:13]([C:15]3[CH:16]=[C:17]([C:31]4[CH:32]=[C:27]([F:26])[CH:28]=[CH:29][C:30]=4[F:33])[CH:18]=[CH:19][CH:20]=3)[N:12]([CH:22]([CH3:24])[CH3:23])[C:11]2=[O:25])(=[O:9])=[O:8])[CH:6]=[CH:5][CH:4]=[CH:3][CH:2]=1 |f:2.3.4,5.6,7.8.9.10.11|. Procedure details: In analogy to example 1, step 3,1-benzenesulfonyl-4-(3-bromo-phenyl)-3-isopropyl-imidazolidin-2-one (example 12, step 1) was reacted with 2,5-difluorophenylboronic acid in the presence of dichloro[1,1′-bis(diphenylphosphino)ferrocene]palladium dichloromethane adduct and sodium carbonate in dioxane/water to give 1-benzenesulfonyl-4-(2′,5′-difluoro-biphenyl-3-yl)-3-isopropyl-imidazolidin-2-one as a colorless solid. MS: 457.2 ([M+H]+) The reactants are C(C)(C)(C)OC(NC=1OCC[C@@](N1)(CC)C1=C(C=CC(=C1)N)F)=O ([(S)-4-(5-amino-2-fluoro-phenyl)-4-ethyl-5,6-dihydro-4H-[1,3]oxazin-2-yl]-carbamic acid tert-butyl ester), F2, N1=C(C=CC=C1)C(=O)O (pyridine-2-carboxylic acid). The product is NC=1OCC[C@@](N1)(CC)C=1C=C(C=CC1F)NC(=O)C1=NC=CC=C1 (Pyridine-2-carboxylic acid [3-((S)-2-amino-4-ethyl-5,6-dihydro-4H-[1,3]oxazin-4-yl)-4-fluoro-phenyl]-amide). Reaction SMILES: C(OC(=O)[NH:7][C:8]1[O:9][CH2:10][CH2:11][C@:12]([C:16]2[CH:21]=[C:20]([NH2:22])[CH:19]=[CH:18][C:17]=2[F:23])([CH2:14][CH3:15])[N:13]=1)(C)(C)C.[N:25]1[CH:30]=[CH:29][CH:28]=[CH:27][C:26]=1[C:31](O)=[O:32]>>[NH2:7][C:8]1[O:9][CH2:10][CH2:11][C@:12]([C:16]2[CH:21]=[C:20]([NH:22][C:31]([C:26]3[CH:27]=[CH:28][CH:29]=[CH:30][N:25]=3)=[O:32])[CH:19]=[CH:18][C:17]=2[F:23])([CH2:14][CH3:15])[N:13]=1. Procedure details: The coupling of [(S)-4-(5-amino-2-fluoro-phenyl)-4-ethyl-5,6-dihydro-4H-[1,3]oxazin-2-yl]-carbamic acid tert-butyl ester from experiment F2 (R3=Et) and pyridine-2-carboxylic acid followed by deprotection using procedure H yielded the title compound. Starting materials: FC=1C=CC2=C(NC(C3=C(N2)C=CC=C3)=O)C1 (8-Fluoro-5,10-dihydro-dibenzo[b,e][1,4]diazepine-11-one), CN(CCN)C (N,N-dimethylethylenediamine). Yields the product FC=1C=CC2=C(N=C(C3=C(N2)C=CC=C3)NCCN(C)C)C1 (N′-(8-Fluoro-5H-dibenzo[b,e][1,4]diazepine-11-yl)-N,N-dimethyl-ethane-1,2-diamine). Yield: 36.9%. RXN SMILES: [F:1][C:2]1[CH:3]=[CH:4][C:5]2[NH:11][C:10]3[CH:12]=[CH:13][CH:14]=[CH:15][C:9]=3[C:8](=O)[NH:7][C:6]=2[CH:17]=1.[CH3:18][N:19]([CH3:23])[CH2:20][CH2:21][NH2:22]>>[F:1][C:2]1[CH:3]=[CH:4][C:5]2[NH:11][C:10]3[CH:12]=[CH:13][CH:14]=[CH:15][C:9]=3[C:8]([NH:22][CH2:21][CH2:20][N:19]([CH3:23])[CH3:18])=[N:7][C:6]=2[CH:17]=1. Procedure: 8-Fluoro-5,10-dihydro-dibenzo[b,e][1,4]diazepine-11-one (160FE15C) (23 mg, 0.1 mmol) and N,N-dimethylethylenediamine (88 mg, 1.0 mmol) were reacted according to GP4 to give 11 mg of the title compound (160FE20D). MS (ESI) 299 (MH+). Purity for MH+ (UV/MS) 100/100. Reactants: CC(C)C1=CC(=C(C(=C1)C(C)C)C2=C(C=CC=C2)P(C3CCCCC3)C4CCCCC4)C(C)C (X-Phos), COC=1C=C(C=CC1)B(O)O (3-methoxyphenylboronic acid), Intermediate A1, ClC1=NC=CC2=C1C=C(N2)C(=O)OC (Methyl 4-chloro-1H-pyrrolo[3,2-c]pyridine-2-carboxylate), [F-].[K+] (KF). Reagents/catalysts: CC(=O)[O-].CC(=O)[O-].[Pd+2] (Pd(OAc)2). Run in O1CCOCC1 (1,4-dioxane). Run at temperature 100 celsius. The product is SiO2, COC=1C=C(C=CC1)C1=NC=CC2=C1C=C(N2)C(=O)OC (Methyl 4-(3-methoxyphenyl)-1H-pyrrolo[3,2-c]pyridine-2-carboxylate). Yield: 85.7%. Reaction SMILES: Cl[C:2]1[C:7]2[CH:8]=[C:9]([C:11]([O:13][CH3:14])=[O:12])[NH:10][C:6]=2[CH:5]=[CH:4][N:3]=1.[CH3:15][O:16][C:17]1[CH:18]=[C:19](B(O)O)[CH:20]=[CH:21][CH:22]=1.CC(C1C=C(C(C)C)C(C2C=CC=CC=2P(C2CCCCC2)C2CCCCC2)=C(C(C)C)C=1)C.[F-].[K+]>O1CCOCC1.CC([O-])=O.CC([O-])=O.[Pd+2]>[CH3:15][O:16][C:17]1[CH:22]=[C:21]([C:2]2[C:7]3[CH:8]=[C:9]([C:11]([O:13][CH3:14])=[O:12])[NH:10][C:6]=3[CH:5]=[CH:4][N:3]=2)[CH:20]=[CH:19][CH:18]=1 |f:3.4,6.7.8|. Procedure: Intermediate A1, Methyl 4-chloro-1H-pyrrolo[3,2-c]pyridine-2-carboxylate (500 mg, 2.374 mmole), 3-methoxyphenylboronic acid (469 mg, 3.09 mmole), Pd(OAc)2 (32.0 mg, 0.142 mmole), X-Phos (113 mg, 0.237 mmole), and KF (414 mg, 7.12 mmole) were combined in 1,4-dioxane (10 mL). The mixture was degassed (3× pump/N2) then heated to 100° C. After 2 hr the mixture was cooled to RT, diluted with EtOAc, filtered through a pad of Celite washing with EtOAc, and concentrated. Flash column (Biotage-SNAP-50 g ... Reaction SMILES: [CH3:1][N:2]1[C:6](=O)[CH:5]([CH2:8][OH:9])[CH2:4][C@H:3]1[CH2:10][O:11][C:12]1[CH:13]=[N:14][CH:15]=[CH:16][CH:17]=1>C1COCC1>[OH:9][CH2:8][C@H:5]1[CH2:6][N:2]([CH3:1])[C@H:3]([CH2:10][O:11][C:12]2[CH:13]=[N:14][CH:15]=[CH:16][CH:17]=2)[CH2:4]1. Run in C1CCOC1 (THF). Reactants: CN1[C@@H](CC(C1=O)CO)COC=1C=NC=CC1 (3-((-1-methyl-4-hydroxymethyl-5-oxo-2(S)-pyrrolidinyl)methoxy)pyridine). Procedure details: A 1.0 g (4.2 mmol) sample of 3-((-1-methyl-4-hydroxymethyl-5-oxo-2(S)-pyrrolidinyl)methoxy)pyridine, from step 48a above, was dissolved in 15 mL of anhydrous THF, 12.7 mL of BH3 was added, and the mixture was heated at reflux for 2.5 hours. The reaction was quenched with methanol, the solvent was evaporated, and the residue was dissolved in anhydrous ethanol. Cesium fluoride was added, and the resultant solution was stirred under reflux for 16 hr. Evaporation of the solvent and purification of t... Yields the product OC[C@@H]1C[C@H](N(C1)C)COC=1C=NC=CC1 (3-((trans-4hydroxymethyl-1-methyl-2(S)-pyrrolidinyl)methoxy)pyridine). Reactants: C(C1=CC=CC=C1)ON=C(N)C=1N=CN(C1N)[C@H]1[C@H](OC(C)=O)[C@H](OC(C)=O)[C@H](O1)COC(C)=O (5-amino-1-(2,3,5-tri-O-acetyl-β-D-ribofuranosyl)imidazole-4-carboxamide O-benzyl-oxime), C(=S)=S (carbon disulfide). The solvent is [OH-].[Na+] (sodium hydroxide), CO (methanol). The product is C1=NC2=C(NC(=S)N=C2N1[C@H]3[C@@H]([C@@H]([C@H](O3)CO)O)O)N (2-thioadenosine). Isolated yield 91.0%. As a reaction SMILES: C(O[N:9]=[C:10]([C:12]1[N:13]=[CH:14][N:15]([C@@H:18]2[O:30][C@H:29]([CH2:31][O:32]C(=O)C)[C@@H:24]([O:25]C(=O)C)[C@H:19]2[O:20]C(=O)C)[C:16]=1[NH2:17])[NH2:11])C1C=CC=CC=1.[C:36](=S)=[S:37]>[OH-].[Na+].CO>[CH:14]1[N:15]([C@@H:18]2[O:30][C@H:29]([CH2:31][OH:32])[C@@H:24]([OH:25])[C@H:19]2[OH:20])[C:16]2[C:12](=[C:10]([NH2:11])[NH:9][C:36]([N:17]=2)=[S:37])[N:13]=1 |f:2.3|. Procedure details: 0.45 g of 5-amino-1-(2,3,5-tri-O-acetyl-β-D-ribofuranosyl)imidazole-4-carboxamide O-benzyl-oxime was dissolved in a mixture of 0.30 g of sodium hydroxide, 5 ml of methanol and 0.5 ml of carbon disulfide, and the resulting mixture was allowed to react in an autoclave at 170° C for 4 hours under autogenous pressure (about 12 - 13 Kg/cm2). The reaction product was worked up in the same manner as described in Example 7 to obtain 0.265 g of 2-thioadenosine having a melting point of 198° C (with decom... The reactants are BrC1=CC=C(C(=N1)C(NC)=O)NC1=NC(=NC=C1C(F)(F)F)NC1=C(C=C(CP(OCC)(OCC2(COC2)CN2N=CC(=C2)B2OC(C(O2)(C)C)(C)C)=O)C=C1)OC (Ethyl (3-{[4-(4,4,5,5-tetramethyl-1,3,2-dioxaborolan-2-yl)-1H-pyrazol-1-yl]methyl}oxetan-3-yl)methyl (4-{[4-{[6-bromo-2-(methylcarbamoyl)pyridin-3-yl]amino}-5-(trifluoromethyl)pyrimidin-2-yl]amino}-3-methoxybenzyl)phosphonate), CC1(OB(OC1(C)C)C=1C=NN(C1)CCCO)C (3-[4-(4,4,5,5-tetramethyl-1,3,2-dioxaborolan-2-yl)-1H-pyrazol-1-yl]propan-1-ol), CC1(OB(OC1(C)C)C=1C=NN(C1)CCCO)C (3-[4-(4,4,5,5-tetramethyl-1,3,2-dioxaborolan-2-yl)-1H-pyrazol-1-yl]propan-1-ol), BrC1=CC=C(C(=N1)C(NOC)=O)NC1=NC(=NC=C1C(F)(F)F)NC1=C(C=C(CP(OCC)(O)=O)C=C1)OC (ethyl hydrogen (4-{[4-{[6-bromo-2-(methoxycarbamoyl)pyridin-3-yl]amino}-5-(trifluoromethyl)pyrimidin-2-yl]amino}-3-methoxybenzyl)phosphonate). Yields the product BrC1=CC=C(C(=N1)C(NOC)=O)NC1=NC(=NC=C1C(F)(F)F)NC1=C(C=C(CP(OCC)(OCCCN2N=CC(=C2)B2OC(C(O2)(C)C)(C)C)=O)C=C1)OC (Ethyl 3-[4-(4,4,5,5-tetramethyl-1,3,2-dioxaborolan-2-yl)-1H-pyrazol-1-yl]propyl (4-{[4-{[6-bromo-2-(methoxycarbamoyl)pyridin-3-yl]amino}-5-(trifluoromethyl)pyrimidin-2-yl]amino}-3-methoxybenzyl)phosphonate), desired material. The yield is 28.0%. Reaction SMILES: [Br:1][C:2]1[N:7]=[C:6]([C:8](=[O:11])[NH:9]C)[C:5]([NH:12][C:13]2[C:18]([C:19]([F:22])([F:21])[F:20])=[CH:17][N:16]=[C:15]([NH:23][C:24]3[CH:56]=[CH:55][C:27]([CH2:28][P:29](=[O:54])([O:33][CH2:34][C:35]4([CH2:39][N:40]5[CH:44]=[C:43]([B:45]6[O:49][C:48]([CH3:51])([CH3:50])[C:47]([CH3:53])([CH3:52])[O:46]6)[CH:42]=[N:41]5)COC4)[O:30][CH2:31][CH3:32])=[CH:26][C:25]=3[O:57][CH3:58])[N:14]=2)=[CH:4][CH:3]=1.BrC1N=C(C(=O)N[O:68][CH3:69])C(NC2C(C(F)(F)F)=CN=C(NC3C=CC(CP(=O)(O)OCC)=CC=3OC)N=2)=CC=1.CC1(C)C(C)(C)OB(C2C=NN(CCCO)C=2)O1>>[Br:1][C:2]1[N:7]=[C:6]([C:8](=[O:11])[NH:9][O:68][CH3:69])[C:5]([NH:12][C:13]2[C:18]([C:19]([F:21])([F:22])[F:20])=[CH:17][N:16]=[C:15]([NH:23][C:24]3[CH:56]=[CH:55][C:27]([CH2:28][P:29](=[O:54])([O:33][CH2:34][CH2:35][CH2:39][N:40]4[CH:44]=[C:43]([B:45]5[O:46][C:47]([CH3:52])([CH3:53])[C:48]([CH3:50])([CH3:51])[O:49]5)[CH:42]=[N:41]4)[O:30][CH2:31][CH3:32])=[CH:26][C:25]=3[O:57][CH3:58])[N:14]=2)=[CH:4][CH:3]=1. Procedure: Racemic Compound 46A was prepared analogously to Compound 44A using ethyl hydrogen (4-{[4-{[6-bromo-2-(methoxycarbamoyl)pyridin-3-yl]amino}-5-(trifluoromethyl)pyrimidin-2-yl]amino}-3-methoxybenzyl)phosphonate (Compound KS11B, 50.0 mg, 0.0787 mmol) and 3-[4-(4,4,5,5-tetramethyl-1,3,2-dioxaborolan-2-yl)-1H-pyrazol-1-yl]propan-1-ol (Compound 3E, 20.8 mg, 0.0826 mmol) to afford 45 mg of the desired material (28%). MS (ESI): m/z=869.25/871.23 [M+H]+. UPLC: tR=1.48 min (UPLC-TOF: polar—2 min).